This data is from the Open Reaction Database (ORD), a public repository of structured organic reaction records. The task is: describe an organic reaction: reactants, conditions, products, and yield Reactants: CC#CCn1c(N2CCN(C(=O)OC(C)(C)C)CC2)nc2nc(Oc3ccccc3C(N)=O)n(C)c(=O)c21, [Na+], [OH-], O=C(O)C(F)(F)F. Product: CC#CCn1c(N2CCNCC2)nc2nc(Oc3ccccc3C(N)=O)n(C)c(=O)c21. Reaction SMILES: [CH2:1]([C:2]#[C:3][CH3:4])[n:5]1[c:6]([N:26]2[CH2:27][CH2:28][N:29]([C:32]([O:33][C:34]([CH3:35])([CH3:36])[CH3:37])=[O:38])[CH2:30][CH2:31]2)[n:7][c:8]2[n:9][c:10]([O:16][c:17]3[c:18]([C:23]([NH2:24])=[O:25])[cH:19][cH:20][cH:21][cH:22]3)[n:11]([CH3:15])[c:12](=[O:14])[c:13]12.[Na+:40].[OH-:39].[OH:41][C:42]([C:43]([F:44])([F:45])[F:46])=[O:47]>>[CH2:1]([C:2]#[C:3][CH3:4])[n:5]1[c:6]([N:26]2[CH2:27][CH2:28][NH:29][CH2:30][CH2:31]2)[n:7][c:8]2[n:9][c:10]([O:16][c:17]3[c:18]([C:23]([NH2:24])=[O:25])[cH:19][cH:20][cH:21][cH:22]3)[n:11]([CH3:15])[c:12](=[O:14])[c:13]12. The solvent is CN(C)C=O (DMF), C(C)(=O)OCC (ethyl acetate). Reaction SMILES: [Cl:1][C:2]1[C:7]([N:8]2[CH2:13][CH2:12][NH:11][CH2:10][CH2:9]2)=[CH:6][C:5]([C:14]#[N:15])=[CH:4][C:3]=1[NH:16][C:17]1[N:22]=[C:21]([N:23]([CH:33]2[CH2:35][CH2:34]2)[CH2:24][C:25]2[CH:30]=[CH:29][C:28]([O:31][CH3:32])=[CH:27][CH:26]=2)[C:20]2=[N:36][CH:37]=[C:38]([C:39]#[N:40])[N:19]2[N:18]=1.C(N(CC)C(C)C)(C)C.FC(F)(F)S(O[CH2:56][CH:57]([F:59])[F:58])(=O)=O>CN(C=O)C.C(OCC)(=O)C>[Cl:1][C:2]1[C:7]([N:8]2[CH2:13][CH2:12][N:11]([CH2:56][CH:57]([F:59])[F:58])[CH2:10][CH2:9]2)=[CH:6][C:5]([C:14]#[N:15])=[CH:4][C:3]=1[NH:16][C:17]1[N:22]=[C:21]([N:23]([CH:33]2[CH2:34][CH2:35]2)[CH2:24][C:25]2[CH:30]=[CH:29][C:28]([O:31][CH3:32])=[CH:27][CH:26]=2)[C:20]2=[N:36][CH:37]=[C:38]([C:39]#[N:40])[N:19]2[N:18]=1. The product is ClC1=C(C=C(C=C1N1CCN(CC1)CC(F)F)C#N)NC1=NN2C(C(=N1)N(CC1=CC=C(C=C1)OC)C1CC1)=NC=C2C#N (2-((2-chloro-5-cyano-3-(4-(2,2-difluoroethyl)piperazin-1-yl)phenyl)amino)-4-(cyclopropyl(4-methoxybenzyl)amino)imidazo[2,1-f][1,2,4]triazine-7-carbonitrile). Starting materials: ClC1=C(C=C(C=C1N1CCNCC1)C#N)NC1=NN2C(C(=N1)N(CC1=CC=C(C=C1)OC)C1CC1)=NC=C2C#N (2-((2-chloro-5-cyano-3-(piperazin-1-yl)phenyl)amino)-4-(cyclopropyl(4-methoxybenzyl)amino)imidazo[2,1-f][1,2,4]triazine-7-carbonitrile), ClC1=C(C=C(C=C1N1CCNCC1)C#N)NC1=NN2C(C(=N1)N(CC1=CC=C(C=C1)OC)C1CC1)=NC=C2C#N (2-((2-chloro-5-cyano-3-(piperazin-1-yl)phenyl)amino)-4-(cyclopropyl(4-methoxybenzyl)amino)imidazo[2,1-f][1,2,4]triazine-7-carbonitrile), C(C)(C)N(C(C)C)CC (N,N-diisopropylethylamine), FC(S(=O)(=O)OCC(F)F)(F)F (2,2-difluoroethyl trifluoromethanesulfonate). Reaction conditions: time 8 hour. The yield is 89.7%. Reported procedure: To the stirred solution of 2-((2-chloro-5-cyano-3-(piperazin-1-yl)phenyl)amino)-4-(cyclopropyl(4-methoxybenzyl)amino)imidazo[2,1-f][1,2,4]triazine-7-carbonitrile (Intermediate 11) (0.100 g, 0.180 mmol) in DMF (2.0 mL) and N,N-diisopropylethylamine, (63 μL, 0.361 mmol) was added 2,2-difluoroethyl trifluoromethanesulfonate (0.046 g, 0.216 mmol) at room temperature. The reaction mixture was stirred at room temperature for overnight. On completion of the reaction, the reaction mixture was diluted wi... Starting materials: ON1N=NC2=C1C=CC=C2 (1-hydroxybenzotriazole), Cl.C(C)N=C=NCCCN(C)C (1-ethyl-3-(3-dimethylaminopropyl)carbodiimide hydrochloride), C[C@@H]1C(C2=C(C[C@H](S1)C(=O)O)C=C1C(=C2)OCO1)=O ((2S,4R)-(+)-1,2,4,5-tetrahydro-4-methyl-7,8-methylenedioxy-5-oxo-3-benzothiepin-2-carboxylic acid), NC1=CC=C(CP(OCC)(OCC)=O)C=C1 (diethyl 4-aminobenzylphosphonate). The solvent is ClCCl (dichloromethane), CN(C=O)C (N,N-dimethylformamide), O (water). Reaction conditions: temperature 0 celsius, time 15 hour. Yields the product C(C)OP(=O)(OCC)CC1=CC=C(C=C1)NC(=O)[C@H]1S[C@@H](C(C2=C(C1)C=C1C(=C2)OCO1)=O)C ((2S, 4R)-(+)-N-[4-(diethoxyphosphorylmethyl)phenyl]-1,2,4,5-tetrahydro-4-methyl-7,8-methylenedioxy-5-oxo-3-benzothiepin-2-carboxamide). The yield is 40.9%. RXN SMILES: Cl.C(N=C=NCCCN(C)C)C.[CH3:13][C@H:14]1[S:20][C@H:19]([C:21]([OH:23])=O)[CH2:18][C:17]2[CH:24]=[C:25]3[O:30][CH2:29][O:28][C:26]3=[CH:27][C:16]=2[C:15]1=[O:31].[NH2:32][C:33]1[CH:47]=[CH:46][C:36]([CH2:37][P:38](=[O:45])([O:42][CH2:43][CH3:44])[O:39][CH2:40][CH3:41])=[CH:35][CH:34]=1.ON1C2C=CC=CC=2N=N1>ClCCl.CN(C)C=O.O>[CH2:43]([O:42][P:38]([CH2:37][C:36]1[CH:35]=[CH:34][C:33]([NH:32][C:21]([C@@H:19]2[CH2:18][C:17]3[CH:24]=[C:25]4[O:30][CH2:29][O:28][C:26]4=[CH:27][C:16]=3[C:15](=[O:31])[C@@H:14]([CH3:13])[S:20]2)=[O:23])=[CH:47][CH:46]=1)([O:39][CH2:40][CH3:41])=[O:45])[CH3:44] |f:0.1|. Procedure: A solution of 1-ethyl-3-(3-dimethylaminopropyl)carbodiimide hydrochloride (0.69 g) in dichloromethane (12 ml) was added to a solution of (2S,4R)-(+)-1,2,4,5-tetrahydro-4-methyl-7,8-methylenedioxy-5-oxo-3-benzothiepin-2-carboxylic acid (0.84 g) and diethyl 4-aminobenzylphosphonate (0.73 g) in N,N-dimethylformamide (DMF) (12 ml) at 0° C., followed by the addition of 1-hydroxybenzotriazole (HOBt) (0.51 g). This mixture was stirred at 0° C. for 1 hour and at room temperature for 15 hours, after whic... Reactants: [BH4-].[Na+] (NaBH4), CC1C(C(CC1)C(=O)OC)=O (methyl 3-methyl-2-oxocyclopentanecarboxylate). The solvent is CO (MeOH). Conditions: time 5 hour. The product is OC1C(CCC1C)C(=O)OC (methyl 2-hydroxy-3-methylcyclopentanecarboxylate). The yield is 82.7%. As a reaction SMILES: [BH4-].[Na+].[CH3:3][CH:4]1[CH2:8][CH2:7][CH:6]([C:9]([O:11][CH3:12])=[O:10])[C:5]1=[O:13]>CO>[OH:13][CH:5]1[CH:4]([CH3:3])[CH2:8][CH2:7][CH:6]1[C:9]([O:11][CH3:12])=[O:10] |f:0.1|. Reported procedure: NaBH4 (9.98 g, 0.260 mol) was added in portions to a solution of methyl 3-methyl-2-oxocyclopentanecarboxylate (41.2 g, 0.26 mol) in MeOH (250 mL) at 0° C. The reaction mixture was allowed to warm to ambient temperature and stirred for 5 h. The reaction was quenched with saturated aqueous NH4Cl (500 mL) and the resulting mixture was extracted with EtOAc (250 mL×5). The combined organic phases were washed with brine (500 mL×2), dried over anhydrous sodium sulfate, and concentrated to afford methyl... The reactants are C1(CC1)N1C=C(C(C2=C(C(=C(C=C12)N1CCNCC1)F)F)=O)C(=O)O (1-Cyclopropyl-5,6-difluoro-7-(1-piperazinyl)-1,4-dihydro-4-oxoquinoline-3-carboxylic acid), N (ammonia). Product: NC1=C2C(C(=CN(C2=CC(=C1F)N1CCNCC1)C1CC1)C(=O)O)=O (5-amino-1-cyclopropyl-6-fluoro-7-(1-piperazinyl)-1,4-dihydro-4-oxoquinoline-3-carboxylic acid). RXN SMILES: [CH:1]1([N:4]2[C:13]3[C:8](=[C:9](F)[C:10]([F:20])=[C:11]([N:14]4[CH2:19][CH2:18][NH:17][CH2:16][CH2:15]4)[CH:12]=3)[C:7](=[O:22])[C:6]([C:23]([OH:25])=[O:24])=[CH:5]2)[CH2:3][CH2:2]1.[NH3:26]>>[NH2:26][C:9]1[C:10]([F:20])=[C:11]([N:14]2[CH2:19][CH2:18][NH:17][CH2:16][CH2:15]2)[CH:12]=[C:13]2[C:8]=1[C:7](=[O:22])[C:6]([C:23]([OH:25])=[O:24])=[CH:5][N:4]2[CH:1]1[CH2:3][CH2:2]1. Reported procedure: 1-Cyclopropyl-5,6-difluoro-7-(1-piperazinyl)-1,4-dihydro-4-oxoquinoline-3-carboxylic acid and 28% aqueous ammonia were heated at 100° C. for 48 hours in a sealed tube. The reaction mixture was concentrated to dryness under reduced pressure. The residue was dissolved in a 1N aqueous solution of sodium hydroxide, and neutralized with a 10% aqueous solution of acetic acid. The crystals which precipitated were collected by filtration to give 5-amino-1-cyclopropyl-6-fluoro-7-(1-piperazinyl)-1,4-dihyd...